From a dataset of the Open Reaction Database (ORD), a public repository of structured organic reaction records. describe an organic reaction: reactants, conditions, products, and yield Reactants: C1(=CC=CC=C1)P(C1=CC=CC=C1)C1=CC=CC=C1 (Triphenylphosphine), BrN1C(CCC1=O)=O (N-bromosuccinimide), ClC=1C=C(C=CC1S(=O)(=O)C)[C@H](C(=O)NC1=NN(C=C1)C)CC1CCCC1 (3-[2(R)-(3-chloro-4-methanesulfonyl-phenyl)-3-cyclopentyl-propionylamino]-1-methyl-pyrazole), NC1=NN(C=C1)C(CC(C)(C)O)=O (1-(3-amino-pyrazol-1-yl)-3-hydroxy-3-methyl-butan-1-one), N1=C(C=CC=C1C)C (2,6-lutidine). Solvent: C(C)(=O)OCC (ethyl acetate), C(Cl)Cl (methylene chloride), C(Cl)Cl (methylene chloride). Run at temperature 0 celsius, time 3 hour. The product is ClC=1C=C(C=CC1S(=O)(=O)C)[C@H](C(=O)NC1=NN(C=C1)C(CC(C)(C)O)=O)CC1CCCC1 (2-(R)-(3-chloro-4-methanesulfonyl-phenyl)-3-cyclopentyl-N-[1-(3-hydroxy-3-methyl-butyryl)-1H-pyrazol-3-yl]-propionamide). Isolated yield 12.0%. Reaction SMILES: C1(P(C2C=CC=CC=2)C2C=CC=CC=2)C=CC=CC=1.BrN1C(=O)CCC1=O.[Cl:28][C:29]1[CH:30]=[C:31]([C@@H:39]([CH2:49][CH:50]2[CH2:54][CH2:53][CH2:52][CH2:51]2)[C:40](NC2C=CN(C)N=2)=[O:41])[CH:32]=[CH:33][C:34]=1[S:35]([CH3:38])(=[O:37])=[O:36].[NH2:55][C:56]1[CH:60]=[CH:59][N:58]([C:61](=[O:67])[CH2:62][C:63]([OH:66])([CH3:65])[CH3:64])[N:57]=1.N1C(C)=CC=CC=1C>C(Cl)Cl.C(OCC)(=O)C>[Cl:28][C:29]1[CH:30]=[C:31]([C@@H:39]([CH2:49][CH:50]2[CH2:54][CH2:53][CH2:52][CH2:51]2)[C:40]([NH:55][C:56]2[CH:60]=[CH:59][N:58]([C:61](=[O:67])[CH2:62][C:63]([OH:66])([CH3:65])[CH3:64])[N:57]=2)=[O:41])[CH:32]=[CH:33][C:34]=1[S:35]([CH3:38])(=[O:36])=[O:37]. Reported procedure: Triphenylphosphine (186 mg, 0.71 mmol) was dissolved in methylene chloride (3 mL) and cooled to 0° C. To this solution was added N-bromosuccinimide (143 mg, 0.81 mmol) and was stirred at 0° C. until it was completely dissolved and became light purple in color. The 2(R)-(3-chloro-4-methanesulfonyl-phenyl)-3-cyclopentyl-propionic acid (prepared as in PCT WO 2004/052869 A1, Example 1, 157 mg, 0.47 mmol) was then added and it was stirred at 0° C. for 15 min and then warmed to 25° C. and stirred for ... The reactants are cis-N-2-(4-{4-amino-1-[4-(4-methylpiperazino)cyclohexyl]-1H-pyrazolo[3,4-d]pyrimidin-3-yl}-2-fluorophenyl)-1,3-benzoxazol-2-amine, IC1=NN(C2=NC=NC(=C21)N)[C@@H]2CC[C@@H](CC2)N2CCN(CC2)C (cis-3-iodo-1-[4-(4-methylpiperazino)cyclohexyl]-1H-pyrazolo[3,4-d]pyrimidin-4-amine), CC1(OB(OC1(C)C)C1=CC=C(C=C1)C=1N=C2N(C=CC=C2)C1)C (2-[4-(4,4,5,5-tetramethyl-1,3,2-dioxaborolan-2-yl)phenyl]imidazo[1,2-a]pyridine). Yields the product N=1C(=CN2C1C=CC=C2)C2=CC=C(C=C2)C2=NN(C1=NC=NC(=C12)N)[C@@H]1CC[C@@H](CC1)N1CCN(CC1)C (Cis-3-(4-imidazo[1,2-a]pyridin-2-ylphenyl)-1-[4-(4-methylpiperazino)cyclohexyl]-1H-pyrazolo[3,4-d]pyrimidin-4-amine), powder. The yield is 9.0%. As a reaction SMILES: I[C:2]1[C:10]2[C:5](=[N:6][CH:7]=[N:8][C:9]=2[NH2:11])[N:4]([C@H:12]2[CH2:17][CH2:16][C@@H:15]([N:18]3[CH2:23][CH2:22][N:21]([CH3:24])[CH2:20][CH2:19]3)[CH2:14][CH2:13]2)[N:3]=1.CC1(C)C(C)(C)OB([C:33]2[CH:38]=[CH:37][C:36]([C:39]3[N:40]=[C:41]4[CH:46]=[CH:45][CH:44]=[CH:43][N:42]4[CH:47]=3)=[CH:35][CH:34]=2)O1>>[N:40]1[C:39]([C:36]2[CH:37]=[CH:38][C:33]([C:2]3[C:10]4[C:5](=[N:6][CH:7]=[N:8][C:9]=4[NH2:11])[N:4]([C@H:12]4[CH2:17][CH2:16][C@@H:15]([N:18]5[CH2:23][CH2:22][N:21]([CH3:24])[CH2:20][CH2:19]5)[CH2:14][CH2:13]4)[N:3]=3)=[CH:34][CH:35]=2)=[CH:47][N:42]2[CH:43]=[CH:44][CH:45]=[CH:46][C:41]=12. Reported procedure: Cis-3-(4-imidazo[1,2-a]pyridin-2-ylphenyl)-1-[4-(4-methylpiperazino)cyclohexyl]-1H-pyrazolo[3,4-d]pyrimidin-4-amine was prepared from cis-3-iodo-1-[4-(4-methylpiperazino)cyclohexyl]-1H-pyrazolo[3,4-d]pyrimidin-4-amine (0.200 g, 0.453 mmol) and 2-[4-(4,4,5,5-tetramethyl-1,3,2-dioxaborolan-2-yl)phenyl]imidazo[1,2-a]pyridine (0.250 g, 0.679 mmol) in a manner similar to that used for the preparation of cis-N-2-(4-{4-amino-1-[4-(4-methylpiperazino)cyclohexyl]-1H-pyrazolo[3,4-d]pyrimidin-3-yl}-2-fluor... Reactants: C=Cc1cc(OC)cc2c1C(=O)CCC2(C)C, CCOCC, C=[N+]=[N-]. The product is COc1cc(C2CC2)c2c(c1)C(C)(C)CCC2=O. RXN SMILES: [CH3:1][O:2][c:3]1[cH:4][c:5]2[c:10]([c:11]([CH:13]=[CH2:14])[cH:12]1)[C:9](=[O:15])[CH2:8][CH2:7][C:6]2([CH3:16])[CH3:17].[CH3:21][CH2:22][O:23][CH2:24][CH3:25].[N+:18](=[N-:19])=[CH2:20]>>[CH3:1][O:2][c:3]1[cH:4][c:5]2[c:10]([c:11]([CH:13]3[CH2:14][CH2:20]3)[cH:12]1)[C:9](=[O:15])[CH2:8][CH2:7][C:6]2([CH3:16])[CH3:17]. Starting materials: NC(=O)c1ccnc(C#CCCCCOCCCCCCBr)c1, CCO, O=[Pd]. The product is NC(=O)c1ccnc(CCCCCCOCCCCCCBr)c1. As a reaction SMILES: [Br:1][CH2:2][CH2:3][CH2:4][CH2:5][CH2:6][CH2:7][O:8][CH2:9][CH2:10][CH2:11][CH2:12][C:13]#[C:14][c:15]1[n:16][cH:17][cH:18][c:19]([C:21](=[O:22])[NH2:23])[cH:20]1.[CH3:24][CH2:25][OH:26].[Pd:27]=[O:28]>>[Br:1][CH2:2][CH2:3][CH2:4][CH2:5][CH2:6][CH2:7][O:8][CH2:9][CH2:10][CH2:11][CH2:12][CH2:13][CH2:14][c:15]1[n:16][cH:17][cH:18][c:19]([C:21](=[O:22])[NH2:23])[cH:20]1. As a reaction SMILES: [C:1]([CH3:2])(=[O:3])[O:4][c:5]1[cH:6][c:7]([O:24][CH3:25])[cH:8][c:9]2[c:22]1[CH:21]1[CH:12]([CH2:11][CH2:10]2)[CH:13]2[CH2:14][CH2:15][C:16](=[O:23])[C:17]2([CH3:18])[CH2:19][CH2:20]1.[CH3:26][CH2:27][OH:28]>>[C:1]([CH3:2])(=[O:3])[O:4][c:5]1[cH:6][c:7]([O:24][CH3:25])[cH:8][c:9]2[c:22]1[CH:21]1[CH:12]([CH2:11][CH2:10]2)[CH:13]2[CH2:14][CH2:15][CH:16]([OH:23])[C:17]2([CH3:18])[CH2:19][CH2:20]1. Reactants: COc1cc2c(c(OC(C)=O)c1)C1CCC3(C)C(=O)CCC3C1CC2, CCO. Product: COc1cc2c(c(OC(C)=O)c1)C1CCC3(C)C(O)CCC3C1CC2. Reactants: COC([C@@H](NC(C1=C(C=C(C=C1)S(=O)(=O)N)C1=CC=CC=C1)=O)CCSC)=O (4-Aminosulfonyl-2-phenylbenzoylmethionine methyl ester), C(C(=O)Cl)(=O)Cl (oxalyl chloride). Solvent: ClC1=CC=CC=C1 (chlorobenzene). The product is COC([C@@H](NC(C1=C(C=C(C=C1)S(=O)(=O)N=C=O)C1=CC=CC=C1)=O)CCSC)=O (4-Isocyanatosulfonyl-2-phenylbenzoylmethionine methyl ester). As a reaction SMILES: [CH3:1][O:2][C:3](=[O:28])[C@H:4]([CH2:24][CH2:25][S:26][CH3:27])[NH:5][C:6](=[O:23])[C:7]1[CH:12]=[CH:11][C:10]([S:13]([NH2:16])(=[O:15])=[O:14])=[CH:9][C:8]=1[C:17]1[CH:22]=[CH:21][CH:20]=[CH:19][CH:18]=1.C(Cl)(=O)[C:30](Cl)=[O:31]>ClC1C=CC=CC=1>[CH3:1][O:2][C:3](=[O:28])[C@H:4]([CH2:24][CH2:25][S:26][CH3:27])[NH:5][C:6](=[O:23])[C:7]1[CH:12]=[CH:11][C:10]([S:13]([N:16]=[C:30]=[O:31])(=[O:15])=[O:14])=[CH:9][C:8]=1[C:17]1[CH:18]=[CH:19][CH:20]=[CH:21][CH:22]=1. Reported procedure: A mixture of the resultant sulfonamide from Example 119A in chlorobenzene is treated with with oxalyl chloride according to the procedure of Franz et al. (J. Org. Chem, 1964, 29, 2592) to give the title compound. Starting materials: Cl, [Li+], COC(=O)c1cc(F)c(N)cc1Br, C1CCOC1, [OH-], O. The product is Nc1cc(Br)c(C(=O)O)cc1F. RXN SMILES: [ClH:16].[Li+:14].[NH2:1][c:2]1[cH:3][c:4]([Br:13])[c:5]([C:6](=[O:7])[O:8][CH3:9])[cH:10][c:11]1[F:12].[O:17]1[CH2:18][CH2:19][CH2:20][CH2:21]1.[OH-:15].[OH2:22]>>[NH2:1][c:2]1[cH:3][c:4]([Br:13])[c:5]([C:6](=[O:7])[OH:8])[cH:10][c:11]1[F:12]. The reactants are C(CCC)O (butanol), [Na] (sodium), ClC1=CC=C(C#N)C=C1 (p-chlorobenzonitrile). The solvent is O (water). Yields the product C(CCC)OC1=CC=C(C#N)C=C1 (p-Butoxybenzonitrile). Reaction SMILES: [CH2:1]([OH:5])[CH2:2][CH2:3][CH3:4].[Na].Cl[C:8]1[CH:15]=[CH:14][C:11]([C:12]#[N:13])=[CH:10][CH:9]=1>O>[CH2:1]([O:5][C:8]1[CH:15]=[CH:14][C:11]([C:12]#[N:13])=[CH:10][CH:9]=1)[CH2:2][CH2:3][CH3:4] |^1:5|. Procedure: 250 ml of butanol and 15.2 g (0.66 mol) of sodium are heated in a sulfonation flask under a protective-gas atmosphere until the metal has fully reacted. The mixture is cooled, p-chlorobenzonitrile is added in portions, and the reaction mixture is subsequently refluxed for about 16 hours. The cooled mixture is poured into water and extracted with ethyl acetate. The organic phase is then dried using MgSO4 and filtered, and the solvent is evaporated, giving 95% of theory of the title product.